This data is from the Open Reaction Database (ORD), a public repository of structured organic reaction records. The task is: describe an organic reaction: reactants, conditions, products, and yield Reactants: C1(CC1)C1=CSC=2CN(CC(OC21)C)C(=O)OC(C)(C)C (tert-Butyl 8-cyclopropyl-2-methyl-2,3-dihydrothieno[2,3-f][1,4]oxazepine-4(5H)-carboxylate). Run in C(C)(=O)OCC.Cl (hydrogen chloride-ethyl acetate). The product is C1(CC1)C1=CSC=2CNCC(OC21)C (8-cyclopropyl-2-methyl-2,3,4,5-tetrahydrothieno[2,3-f][1,4]oxazepine). Reaction SMILES: [CH:1]1([C:4]2[C:13]3[O:12][CH:11]([CH3:14])[CH2:10][N:9](C(OC(C)(C)C)=O)[CH2:8][C:7]=3[S:6][CH:5]=2)[CH2:3][CH2:2]1>C(OCC)(=O)C.Cl>[CH:1]1([C:4]2[C:13]3[O:12][CH:11]([CH3:14])[CH2:10][NH:9][CH2:8][C:7]=3[S:6][CH:5]=2)[CH2:3][CH2:2]1 |f:1.2|. Reported procedure: tert-Butyl 8-cyclopropyl-2-methyl-2,3-dihydrothieno[2,3-f][1,4]oxazepine-4(5H)-carboxylate (254 mg) was stirred in 4N hydrogen chloride-ethyl acetate solution (5 ml,) for 20 min. The reactants are Nc1ccc(Br)cc1N, CN1CCOCC1, CCOC(C)=O, O=C(Cl)C=CC1CCC2(CC1)OCCO2, C1CCOC1, O. Reaction SMILES: [Br:16][c:17]1[cH:18][c:19]([NH2:24])[c:20]([NH2:23])[cH:21][cH:22]1.[CH3:25][N:26]1[CH2:27][CH2:28][O:29][CH2:30][CH2:31]1.[CH3:32][CH2:33][O:34][C:35](=[O:36])[CH3:37].[O:1]1[CH2:2][CH2:3][O:4][C:5]12[CH2:6][CH2:7][CH:8]([CH:11]=[CH:12][C:13](=[O:14])[Cl:15])[CH2:9][CH2:10]2.[O:38]1[CH2:39][CH2:40][CH2:41][CH2:42]1.[OH2:43]>>[O:1]1[CH2:2][CH2:3][O:4][C:5]12[CH2:6][CH2:7][CH:8]([CH:11]=[CH:12][C:13](=[O:14])[NH:23][c:20]1[c:19]([NH2:24])[cH:18][c:17]([Br:16])[cH:22][cH:21]1)[CH2:9][CH2:10]2. Yields the product Nc1cc(Br)ccc1NC(=O)C=CC1CCC2(CC1)OCCO2.